From a dataset of the Open Reaction Database (ORD), a public repository of structured organic reaction records. describe an organic reaction: reactants, conditions, products, and yield Starting materials: [Na] (sodium), ClC1=C(C=CC=C1)O (2-chlorophenol), O1C(CCC1)=O (dihydro-furan-2-one). The solvent is C(C)O (ethanol), C(C)O (ethanol). Reaction conditions: temperature 150 celsius, time 5 minute. Product: ClC1=C(OCCCC(=O)O)C=CC=C1 (4-(2-Chloro-phenoxy)-butyric acid). Isolated yield 80.4%. Reaction SMILES: [Na].[Cl:2][C:3]1[CH:8]=[CH:7][CH:6]=[CH:5][C:4]=1[OH:9].[O:10]1[CH2:14][CH2:13][CH2:12][C:11]1=[O:15]>C(O)C>[Cl:2][C:3]1[CH:8]=[CH:7][CH:6]=[CH:5][C:4]=1[O:9][CH2:14][CH2:13][CH2:12][C:11]([OH:15])=[O:10] |^1:0|. Reported procedure: To a solution of sodium (405 mg, 1.08 mmol) in ethanol (11.1 mL) was added 2-chlorophenol and the reaction mixture was stirred for 5 minutes before adding dihydro-furan-2-one (1.4 g, 16.1 mmol). The reaction mixture was stirred for 5 hours at 100° C. after which time the ethanol was slowly evaporated by continuous heating to 150° C. for another 12 hours. After such time the residue was dissolved in water (7 mL) and aqueous hydrochloric acid (1N) was added until precipitation occurred. The precip... Reactants: CCOC(=O)OCC, CC(C)=O, Cc1ccccc1, CC(=O)O, [H-], [Na+], O, CC(=O)c1ccco1. Product: CCOC(=O)CC(=O)c1ccco1. As a reaction SMILES: [C:3]([O:4][CH2:5][CH3:6])([O:7][CH2:8][CH3:9])=[O:10].[CH3:11][C:12]([CH3:13])=[O:14].[CH3:23][c:24]1[cH:25][cH:26][cH:27][cH:28][cH:29]1.[CH3:31][C:32](=[O:33])[OH:34].[H-:2].[Na+:1].[OH2:30].[o:15]1[c:16]([C:20]([CH3:21])=[O:22])[cH:17][cH:18][cH:19]1>>[C:3]([O:7][CH2:8][CH3:9])(=[O:10])[CH2:21][C:20]([c:16]1[o:15][cH:19][cH:18][cH:17]1)=[O:22]. The reactants are C(C)OC(COC1=C(C=C(C=C1)N(CC=1C(=NC(=CC1)C1=CC=C(C=C1)C(F)(F)F)C)C)CCCOC)=O ((2-(3-methoxy-propyl)-4-{methyl-[2-methyl-6-(4-trifluoromethyl-phenyl)-pyridin-3-ylmethyl]-amino}-phenoxy)-acetic acid ethyl ester), [OH-].[Na+] (NaOH), ice AcOEt HCl. Run in C1CCOC1.CCO (THF EtOH). Run at time 0.5 hour. Product: COCCCC1=C(OCC(=O)O)C=CC(=C1)N(CC=1C(=NC(=CC1)C1=CC=C(C=C1)C(F)(F)F)C)C ((2-(3-Methoxy-propyl)-4-{methyl-[2-methyl-6-(4-trifluoromethyl-phenyl)-pyridin-3-ylmethyl]-amino}-phenoxy)-acetic acid). Reaction SMILES: C([O:3][C:4](=[O:38])[CH2:5][O:6][C:7]1[CH:12]=[CH:11][C:10]([N:13]([CH3:32])[CH2:14][C:15]2[C:16]([CH3:31])=[N:17][C:18]([C:21]3[CH:26]=[CH:25][C:24]([C:27]([F:30])([F:29])[F:28])=[CH:23][CH:22]=3)=[CH:19][CH:20]=2)=[CH:9][C:8]=1[CH2:33][CH2:34][CH2:35][O:36][CH3:37])C.[OH-].[Na+]>C1COCC1.CCO>[CH3:37][O:36][CH2:35][CH2:34][CH2:33][C:8]1[CH:9]=[C:10]([N:13]([CH3:32])[CH2:14][C:15]2[C:16]([CH3:31])=[N:17][C:18]([C:21]3[CH:22]=[CH:23][C:24]([C:27]([F:30])([F:29])[F:28])=[CH:25][CH:26]=3)=[CH:19][CH:20]=2)[CH:11]=[CH:12][C:7]=1[O:6][CH2:5][C:4]([OH:38])=[O:3] |f:1.2,3.4|. Reported procedure: 0.125 g (0.24 mmol) of the above prepared (2-(3-methoxy-propyl)-4-{methyl-[2-methyl-6-(4-trifluoromethyl-phenyl)-pyridin-3-ylmethyl]-amino}-phenoxy)-acetic acid ethyl ester was dissolved in 1.44 ml of THF/EtOH=1/1, treated with 0.72 ml (3 eq.) of 1N NaOH, and kept at ambient temperature for 0.5 h. The reaction mixture was then poured onto crashed ice/AcOEt/HCl dil., the organic layer washed with water, dried over sodium sulfate, and evaporated to dryness. Crystallization from hexane/AcOEt produc... Starting materials: CCOC(=O)Cl, ClCCl, Nc1ccccc1[N+](=O)[O-], c1ccncc1. Product: CCOC(=O)Nc1ccccc1[N+](=O)[O-]. As a reaction SMILES: [CH2:11]([CH3:12])[O:13][C:14](=[O:15])[Cl:16].[Cl:23][CH2:24][Cl:25].[N+:1](=[O:2])([O-:3])[c:4]1[c:5]([NH2:6])[cH:7][cH:8][cH:9][cH:10]1.[cH:17]1[cH:18][cH:19][n:20][cH:21][cH:22]1>>[N+:1](=[O:2])([O-:3])[c:4]1[c:5]([NH:6][C:14]([O:13][CH2:11][CH3:12])=[O:15])[cH:7][cH:8][cH:9][cH:10]1. The reactants are O=C[C@H](O)[C@@H](O)[C@@H](O)[C@H](O)CO (D-galactose), C(C1=CC=CO1)N (furfurylamine), ClCCN=C=O (2-chloroethyl isocyanate). Product: ClCCNC(=O)N(C1[C@H](O)[C@@H](O)[C@@H](O)[C@H](O1)CO)CC1=CC=CO1 (1-(2-chloroethyl)-3-furfuryl-3-(D-galactopyranosyl)urea). The yield is 60.2%. RXN SMILES: O=[CH:2][C@@H:3]([C@H:5]([C@H:7]([C@@H:9]([CH2:11][OH:12])[OH:10])[OH:8])[OH:6])[OH:4].[CH2:13]([NH2:19])[C:14]1[O:18][CH:17]=[CH:16][CH:15]=1.[Cl:20][CH2:21][CH2:22][N:23]=[C:24]=[O:25]>>[Cl:20][CH2:21][CH2:22][NH:23][C:24]([N:19]([CH2:13][C:14]1[O:18][CH:17]=[CH:16][CH:15]=1)[CH:2]1[O:10][C@H:9]([CH2:11][OH:12])[C@H:7]([OH:8])[C@H:5]([OH:6])[C@H:3]1[OH:4])=[O:25]. Procedure: 5.5 g of D-galactose, 3.8 g of furfurylamine and 3.5 g of 2-chloroethyl isocyanate are treated in the same manner as described in Example 23-(1). 6.7 g of 1-(2-chloroethyl)-3-furfuryl-3-(D-galactopyranosyl)urea are thereby obtained as colorless powder. Reactants: CC(C)OC1=C(C#N)C=C(C=C1)C1=NC(=NO1)C1=CC=CC=2CNCCOC21 (2-[(1-methylethyl)oxy]-5-[3-(2,3,4,5-tetrahydro-1,4-benzoxazepin-9-yl)-1,2,4-oxadiazol-5-yl]benzonitrile), C(C)(C)N(C(C)C)CC (N,N-diisopropylethylamine), BrCCCCC(=O)OCC (ethyl 5-bromopentanoate). Run in C(C)#N (acetonitrile). Reaction conditions: temperature 80 celsius. The product is C(#N)C=1C=C(C=CC1OC(C)C)C1=NC(=NO1)C1=CC=CC=2CN(CCOC21)CCCCC(=O)OCC (Ethyl 5-[9-(5-{3-cyano-4-[(1-methylethyl)oxy]phenyl}-1,2,4-oxadiazol-3-yl)-2,3-dihydro-1,4-benzoxazepin-4(5H)-yl]pentanoate), solid. As a reaction SMILES: [CH3:1][CH:2]([O:4][C:5]1[CH:12]=[CH:11][C:10]([C:13]2[O:17][N:16]=[C:15]([C:18]3[C:28]4[O:27][CH2:26][CH2:25][NH:24][CH2:23][C:22]=4[CH:21]=[CH:20][CH:19]=3)[N:14]=2)=[CH:9][C:6]=1[C:7]#[N:8])[CH3:3].C(N(CC)C(C)C)(C)C.Br[CH2:39][CH2:40][CH2:41][CH2:42][C:43]([O:45][CH2:46][CH3:47])=[O:44]>C(#N)C>[C:7]([C:6]1[CH:9]=[C:10]([C:13]2[O:17][N:16]=[C:15]([C:18]3[C:28]4[O:27][CH2:26][CH2:25][N:24]([CH2:39][CH2:40][CH2:41][CH2:42][C:43]([O:45][CH2:46][CH3:47])=[O:44])[CH2:23][C:22]=4[CH:21]=[CH:20][CH:19]=3)[N:14]=2)[CH:11]=[CH:12][C:5]=1[O:4][CH:2]([CH3:1])[CH3:3])#[N:8]. Reported procedure: To a solution of 2-[(1-methylethyl)oxy]-5-[3-(2,3,4,5-tetrahydro-1,4-benzoxazepin-9-yl)-1,2,4-oxadiazol-5-yl]benzonitrile (Example 32) (100 mg, 0.204 mmol) in acetonitrile (10 ml) was added N,N-diisopropylethylamine (0.07 ml, 0.408 mmol) and ethyl 5-bromopentanoate (0.06 mL, 0.408 mmol). The reaction mixture was heated to 80° C. overnight then was allowed to cool and the solvent evaporated. Purification of the residue by flash chromatography, eluting with (40-100% ethyl acetate in cyclohexane) g... Reactants: CS(=O)(=O)O.CS(=O)(=O)O.N[C@@H]1CC2=C(C=3C=NNC3C(=C2)Cl)CN(C1=O)CC(F)(F)F ((7R)-7-Amino-4-chloro-9-(2,2,2-trifluoroethyl)-6,7,9,10-tetrahydroazepino[3,4-e]indazol-8(3H)-one bis-methanesulfonate), O=C1C2(C=3C(=NC=CC3)N1)CC1=CC=C(C=C1C2)C(=O)O ((±)-2′-oxo-1,1′,2′,3-tetrahydrospiro[indene-2,3′-pyrrolo[2,3-b]pyridine]-5-carboxylic acid), C(C)(C)N(C(C)C)CC (N,N-diisopropylethylamine), C=1C=CC2=C(C1)N=NN2O (HOBT), C(CCl)Cl (EDC). The solvent is CN(C)C=O (DMF). Reaction conditions: time 2 hour. The product is ClC1=CC2=C(C=3C=NNC13)CN(C([C@@H](C2)NC(=O)C=2C=C1CC3(C(NC4=NC=CC=C43)=O)CC1=CC2)=O)CC(F)(F)F (N-[(7R)-4-Chloro-8-oxo-9-(2,2,2-trifluoroethyl)-3,6,7,8,9,10-hexahydroazepino[3,4-e]indazol-7-yl]-2′-oxo-1,1′,2′,3-tetrahydrospiro[indene-2,3′-pyrrolo[2,3-b]pyridine]-5-carboxamide). As a reaction SMILES: CS(O)(=O)=O.CS(O)(=O)=O.[NH2:11][C@H:12]1[C:26](=[O:27])[N:25]([CH2:28][C:29]([F:32])([F:31])[F:30])[CH2:24][C:15]2[C:16]3[CH:17]=[N:18][NH:19][C:20]=3[C:21]([Cl:23])=[CH:22][C:14]=2[CH2:13]1.[O:33]=[C:34]1[NH:42][C:37]2=[N:38][CH:39]=[CH:40][CH:41]=[C:36]2[C:35]21[CH2:50][C:49]1[C:44](=[CH:45][CH:46]=[C:47]([C:51](O)=[O:52])[CH:48]=1)[CH2:43]2.C(N(CC)C(C)C)(C)C.C1C=CC2N(O)N=NC=2C=1.C(Cl)CCl>CN(C=O)C>[Cl:23][C:21]1[C:20]2[NH:19][N:18]=[CH:17][C:16]=2[C:15]2[CH2:24][N:25]([CH2:28][C:29]([F:31])([F:30])[F:32])[C:26](=[O:27])[C@H:12]([NH:11][C:51]([C:47]3[CH:48]=[C:49]4[C:44](=[CH:45][CH:46]=3)[CH2:43][C:35]3([C:36]5[C:37](=[N:38][CH:39]=[CH:40][CH:41]=5)[NH:42][C:34]3=[O:33])[CH2:50]4)=[O:52])[CH2:13][C:14]=2[CH:22]=1 |f:0.1.2|. Reported procedure: A mixture of (7R)-7-amino-4-chloro-9-(2,2,2-trifluoroethyl)-6,7,9,10-tetrahydroazepino[3,4-e]indazol-8(3H)-one bis-methanesulfonate from Step B (20 mg, 0.038 mmol), (±)-2′-oxo-1,1′,2′,3-tetrahydrospiro[indene-2,3′-pyrrolo[2,3-b]pyridine]-5-carboxylic acid (11 mg, 0.038 mmol) [Bell et al. WO 2006/031606], N,N-diisopropylethylamine (25 mg, 33 uL, 0.19 mmol), HOBT (7.0 mg, 0.046 mmol), and EDC (8.8 mg, 0.046 mmol) in DMF (0.5 mL) was stirred at ambient temperature for 2 h. The reaction mixture was ... The reactants are C(=O)(N1C=NC=C1)N1C=NC=C1 (1,1′-carbonyldiimidazole), CC=1C(=NC=CC1)C1N(C(CCC1)C1=NC=CC=C1C)CCN (2-(3,3″-dimethyl-3′,4′,5′,6′-tetrahydro-2′H-[2,2′;6′,2″]terpyridin-1′-yl)-ethylamine), CCN(C(C)C)C(C)C (DIPEA), NO.Cl (NH2OH.HCl). Run in C1CCOC1 (THF), C(Cl)Cl (CH2Cl2). Run at temperature 60 celsius, time 2 hour. The product is CC=1C(=NC=CC1)C1N(C(CCC1)C1=NC=CC=C1C)CCN(C(=O)N)O ([2-(3,3″-Dimethyl-3′,4′,5′,6′-tetrahydro-2′H-[2,2′;6′,2″]terpyridin-1′-yl)-ethyl]hydroxyurea). Yield: 27.1%. Reaction SMILES: [CH3:1][C:2]1[C:3]([CH:8]2[CH2:13][CH2:12][CH2:11][CH:10]([C:14]3[C:19]([CH3:20])=[CH:18][CH:17]=[CH:16][N:15]=3)[N:9]2[CH2:21][CH2:22][NH2:23])=[N:4][CH:5]=[CH:6][CH:7]=1.[C:24]([N:31]1C=CN=C1)(N1C=CN=C1)=[O:25].CCN(C(C)C)C(C)C.N[OH:46].Cl>C1COCC1.C(Cl)Cl>[CH3:20][C:19]1[C:14]([CH:10]2[CH2:11][CH2:12][CH2:13][CH:8]([C:3]3[C:2]([CH3:1])=[CH:7][CH:6]=[CH:5][N:4]=3)[N:9]2[CH2:21][CH2:22][N:23]([OH:46])[C:24]([NH2:31])=[O:25])=[N:15][CH:16]=[CH:17][CH:18]=1 |f:3.4|. Reported procedure: To a suspension of 2-(3,3″-dimethyl-3′,4′,5′,6′-tetrahydro-2′H-[2,2′;6′,2″]terpyridin-1′-yl)-ethylamine (84 mg, 0.27 mmol) in THF (3 mL) was added 1,1′-carbonyldiimidazole (44 mg, 0.27 mmol) and the mixture was heated to 60° C. After 2 h, the mixture was concentrated in vacuo. The residue was re-dissolved in DMF (3 mL) and treated with DIPEA (0.13 mL, 1.35 mmol) and NH2OH.HCl (75 mg, 1.08 mmol) and the reaction mixture was stirred overnight. Then the mixture was diluted with CH2Cl2 (20 mL) and w... Starting materials: BrC1=CC=C2C(=N1)N(C=C2)C(=O)C2=CC=CC=C2 ((6-bromo-1H-pyrrolo[2,3-b]pyridin-1-yl)(phenyl)methanone), O1CCOCC1 (dioxane). Run in [OH-].[K+] (KOH). The product is BrC1=CC=C2C(=N1)N(C=C2)C2=C(C=CC=C2)C=O (2—(6-bromo-1H-pyrrolo[2,3-b]pyridin-1-yl)(phenyl)methanone). Reaction SMILES: [Br:1][C:2]1[N:7]=[C:6]2[N:8]([C:11]([C:13]3[CH:18]=[CH:17][CH:16]=[CH:15][CH:14]=3)=O)[CH:9]=[CH:10][C:5]2=[CH:4][CH:3]=1.[O:19]1CCOCC1>[OH-].[K+]>[Br:1][C:2]1[N:7]=[C:6]2[N:8]([C:11]3[CH:13]=[CH:18][CH:17]=[CH:16][C:15]=3[CH:14]=[O:19])[CH:9]=[CH:10][C:5]2=[CH:4][CH:3]=1 |f:2.3|. Procedure details: (6-bromo-1H-pyrrolo[2,3-b]pyridin-1-yl)(phenyl)methanone, 586 was dissolved in 20 mL of dioxane and 20 mL of 2M KOH (aq). This was stirred at ambient temperature until analysis indicated all of the starting material had been consumed (2 to 4 hours). The reaction was diluted with 50 mL of ethyl acetate and washed with 2×25 mL of NaHCO3 (aq. satd.) and 25 mL of brine. The organic layer was dried with sodium sulfate, evaporated and purified by column chromatography. Combined steps 2 and 3 gave appr... The reactants are FC=1C=C(C=CC1OC)CC#N (3-fluoro-4-methoxyphenylacetonitrile), BrC(C)C (2-bromopropane), [OH-].[Na+] (sodium hydroxide). The reagents and catalysts are [Cl-].C(C1=CC=CC=C1)[N+](CC)(CC)CC (benzyltriethylammonium chloride). The solvent is O (water). The product is C(C)(C)C(C#N)C1=CC(=C(C=C1)OC)F (α-Isopropyl-3-fluoro-4-methoxyphenylacetonitrile). Yield: 82.3%. As a reaction SMILES: [F:1][C:2]1[CH:3]=[C:4]([CH2:10][C:11]#[N:12])[CH:5]=[CH:6][C:7]=1[O:8][CH3:9].Br[CH:14]([CH3:16])[CH3:15].[OH-].[Na+]>[Cl-].C([N+](CC)(CC)CC)C1C=CC=CC=1.O>[CH:14]([CH:10]([C:4]1[CH:5]=[CH:6][C:7]([O:8][CH3:9])=[C:2]([F:1])[CH:3]=1)[C:11]#[N:12])([CH3:16])[CH3:15] |f:2.3,4.5|. Procedure: A mixture of 3-fluoro-4-methoxyphenylacetonitrile (30 g, 0.18 mol), 2-bromopropane (27.7 g, 0.225 mol), benzyltriethylammonium chloride (2.3 g, 0.01 mol) and sodium hydroxide solution (50%, 66 ml) is heated at 55° for 1 hour and cooled. The mixture is diluted with water, extracted with ether, washed with water, 1 NHCl, water, and dried (Na2SO4). Evaporation gives the product as a brown oil (30.7 g). NMR spectrum shows the benzylic proton as a doublet at 3.6 δ.